From a dataset of the Open Reaction Database (ORD), a public repository of structured organic reaction records. describe an organic reaction: reactants, conditions, products, and yield The reactants are Cl.CNOC (N,O-dimethylhydroxylamine hydrochloride), N1=CC=CC=C1 (pyridine), FC(C1=NC=C(C(=O)Cl)C=C1)(F)F (6-(trifluoromethyl)nicotinoyl chloride). Solvent: C(Cl)Cl (CH2Cl2), C(Cl)Cl (CH2Cl2). Run at time 8 hour. Yields the product CON(C(C1=CN=C(C=C1)C(F)(F)F)=O)C (N-methoxy-N-methyl-6-(trifluoromethyl)nicotinamide). RXN SMILES: Cl.[CH3:2][NH:3][O:4][CH3:5].N1C=CC=CC=1.[F:12][C:13]([F:24])([F:23])[C:14]1[CH:22]=[CH:21][C:17]([C:18](Cl)=[O:19])=[CH:16][N:15]=1>C(Cl)Cl>[CH3:5][O:4][N:3]([CH3:2])[C:18](=[O:19])[C:17]1[CH:21]=[CH:22][C:14]([C:13]([F:24])([F:23])[F:12])=[N:15][CH:16]=1 |f:0.1|. Procedure: To a stirred mixture of N,O-dimethylhydroxylamine hydrochloride (9.47 g, 97.1 mmol) and pyridine (18.6 mL, 230 mmol) in CH2Cl2 (100 mL) was added a solution of 6-(trifluoromethyl)nicotinoyl chloride (18.50 g, 88.28 mmol) in CH2Cl2 (250 mL) over 3-5 min. The reaction mixture was stirred at rt overnight, and then carefully quenched with 150 mL of saturated aq. NaHCO3 solution and stirred for about 1 hr. The mixture was diluted with CH2Cl2 (50 mL) and the organic phase was separated and washed with... Reactants: CC(=O)OC(C)=O, O, O=S(=O)(O)O, CCNc1c(-c2ccc(-c3ccccc3)cc2)nc2ccc(F)cc2c1C(=O)O. The product is CC(=O)CCNc1c(-c2ccc(-c3ccccc3)cc2)nc2ccc(F)cc2c1C(=O)O. RXN SMILES: [CH3:36][C:37](=[O:38])[O:39][C:40](=[O:41])[CH3:42].[OH2:35].[S:30](=[O:31])(=[O:32])([OH:33])[OH:34].[c:1]1(-[c:24]2[cH:25][cH:26][cH:27][cH:28][cH:29]2)[cH:2][cH:3][c:4](-[c:7]2[n:8][c:9]3[cH:10][cH:11][c:12]([F:23])[cH:13][c:14]3[c:15]([C:20](=[O:21])[OH:22])[c:16]2[NH:17][CH2:18][CH3:19])[cH:5][cH:6]1>>[c:1]1(-[c:24]2[cH:25][cH:26][cH:27][cH:28][cH:29]2)[cH:2][cH:3][c:4](-[c:7]2[n:8][c:9]3[cH:10][cH:11][c:12]([F:23])[cH:13][c:14]3[c:15]([C:20](=[O:21])[OH:22])[c:16]2[NH:17][CH2:18][CH2:19][C:37]([CH3:36])=[O:38])[cH:5][cH:6]1. Starting materials: aldehyde, BrC1=CC=C(C=C1)[C@@H]1[C@H](C1)C=C (1-bromo-4-[(1S,2R)-2-vinylcyclopropyl]benzene). Solvent: CCCCCC (hexane). Yields the product BrC1=CC=C(C=C1)[C@H]1[C@@H](C1)C=C (1-Bromo-4-[(1R,2S)-2-vinyl-cycloprop-1-yl]benzene). RXN SMILES: [Br:1][C:2]1[CH:7]=[CH:6][C:5]([C@H:8]2[CH2:10][C@@H:9]2[CH:11]=[CH2:12])=[CH:4][CH:3]=1>CCCCCC>[Br:1][C:2]1[CH:7]=[CH:6][C:5]([C@@H:8]2[CH2:10][C@H:9]2[CH:11]=[CH2:12])=[CH:4][CH:3]=1. Procedure: The aldehyde intermediate from Example 29E (2.35 g, 10.44 mmol) was converted to the alkene by the methods outlined in Example 26E, followed by chromatography (100% hexane) provided the title compound. 1H NMR (300 MHz, CDCl3): δ 1.07-1.19 (m, 2H), 1.60-1.71 (m, 1H), 1.83-1.91 (m, 1H), 4.91-4.97 (m, 1H), 5.05-5.14 (m, 1H), 5.45-5.59 (m, 1H), 6.93 (d, J=9 Hz, 2H), 7.36 (d, J=9 Hz, 2H). MS (DCl—NH3) m/z 241 (M+NH4)+. Reactants: ClC=1C2=C(N=C(N1)N1CCOCC1)N(CC2)C2=CC=NC=C2 (4-chloro-2-morpholin-4-yl-7-pyridin-4-yl-6,7-dihydro-5H-pyrrolo[2,3-d]pyrimidine), COC1=CC=C(CN(C2=NC=C(C(=N2)C)B2OC(C(O2)(C)C)(C)C)CC2=CC=C(C=C2)OC)C=C1 (bis-(4-methoxy-benzyl)-[4-methyl-5-(4,4,5,5-tetramethyl-[1,3,2]dioxaborolan-2-yl)-pyrimidin-2-yl]-amine), COC1=CC=C(CN(C2=NC=C(C=N2)B2OC(C(O2)(C)C)(C)C)CC2=CC=C(C=C2)OC)C=C1 (bis-(4-methoxy-benzyl)-[5-(4,4,5,5-tetramethyl-[1,3,2]dioxaborolan-2-yl)-pyrimidin-2-yl]amine). The yield is 24.2%. Reaction SMILES: Cl[C:2]1[C:3]2[CH2:16][CH2:15][N:14]([C:17]3[CH:22]=[CH:21][N:20]=[CH:19][CH:18]=3)[C:4]=2[N:5]=[C:6]([N:8]2[CH2:13][CH2:12][O:11][CH2:10][CH2:9]2)[N:7]=1.COC1C=CC(C[N:30](CC2C=CC(OC)=CC=2)[C:31]2[N:36]=[C:35]([CH3:37])[C:34](B3OC(C)(C)C(C)(C)O3)=[CH:33][N:32]=2)=CC=1.COC1C=CC(CN(CC2C=CC(OC)=CC=2)C2N=CC(B3OC(C)(C)C(C)(C)O3)=CN=2)=CC=1>>[CH3:37][C:35]1[C:34]([C:2]2[C:3]3[CH2:16][CH2:15][N:14]([C:17]4[CH:22]=[CH:21][N:20]=[CH:19][CH:18]=4)[C:4]=3[N:5]=[C:6]([N:8]3[CH2:13][CH2:12][O:11][CH2:10][CH2:9]3)[N:7]=2)=[CH:33][N:32]=[C:31]([NH2:30])[N:36]=1. Procedure details: Using 4-chloro-2-morpholin-4-yl-7-pyridin-4-yl-6,7-dihydro-5H-pyrrolo[2,3-d]pyrimidine (64 mg) obtained in Step C in Example 1-B-01 and bis-(4-methoxy-benzyl)-[4-methyl-5-(4,4,5,5-tetramethyl-[1,3,2]dioxaborolan-2-yl)-pyrimidin-2-yl]-amine (105 mg) obtained in Step A in Example 1-D-260 instead of bis-(4-methoxy-benzyl)-[5-(4,4,5,5-tetramethyl-[1,3,2]dioxaborolan-2-yl)-pyrimidin-2-yl]amine used in Step D in Example 1-B-01, the same operation as Step D in Example 1-B-01 was carried out, to obtain ... Yields the product CC1=NC(=NC=C1C=1C2=C(N=C(N1)N1CCOCC1)N(CC2)C2=CC=NC=C2)N (4-Methyl-5-(2-morpholin-4-yl-7-pyridin-4-yl-6,7-dihydro-5H-pyrrolo[2,3-d]pyrimidin-4-yl)-pyrimidin-2-ylamine).